This data is from the Open Reaction Database (ORD), a public repository of structured organic reaction records. The task is: describe an organic reaction: reactants, conditions, products, and yield Starting materials: CS(=O)(=O)OCC=1N=NC(=C(C1)OCC)OCC (5,6-Diethoxypyridazin-3-ylmethyl methanesulfonate), N (ammonia). The solvent is CO (methanol). Conditions: time 6 hour. Yields the product C(C)OC=1C=C(N=NC1OCC)CN (C-(5,6-Diethoxypyridazin-3-yl)methylamine). As a reaction SMILES: CS(O[CH2:6][C:7]1[N:8]=[N:9][C:10]([O:16][CH2:17][CH3:18])=[C:11]([O:13][CH2:14][CH3:15])[CH:12]=1)(=O)=O.[NH3:19]>CO>[CH2:14]([O:13][C:11]1[CH:12]=[C:7]([CH2:6][NH2:19])[N:8]=[N:9][C:10]=1[O:16][CH2:17][CH3:18])[CH3:15]. Reported procedure: 5,6-Diethoxypyridazin-3-ylmethyl methanesulfonate (620 mg) was dissolved in methanol (10 ml) and added dropwise while cooling with ice to an ammonia solution (16 ml; 7N in methanol). After being stirred for 6 h and left to stand overnight, the solvent was drawn off and the residue was purified by means of preparative HPLC. The product-containing fractions were combined, freed of the acetonitrile and freeze-dried. 305 mg of the desired product were obtained. Starting materials: N#Cc1cc(Br)ccc1C(=O)O, Cc1cc(C2CC2)cnc1N1CCNCC1. Yields the product Cc1cc(C2CC2)cnc1N1CCN(C(=O)c2ccc(Br)cc2C#N)CC1. Reaction SMILES: [Br:1][c:2]1[cH:3][c:4]([C:11]#[N:12])[c:5]([C:6](=[O:7])[OH:8])[cH:9][cH:10]1.[CH:13]1([c:16]2[cH:17][c:18]([CH3:28])[c:19]([N:22]3[CH2:23][CH2:24][NH:25][CH2:26][CH2:27]3)[n:20][cH:21]2)[CH2:14][CH2:15]1>>[Br:1][c:2]1[cH:3][c:4]([C:11]#[N:12])[c:5]([C:6](=[O:8])[N:25]2[CH2:24][CH2:23][N:22]([c:19]3[c:18]([CH3:28])[cH:17][c:16]([CH:13]4[CH2:14][CH2:15]4)[cH:21][n:20]3)[CH2:27][CH2:26]2)[cH:9][cH:10]1. The reactants are CC=1N(C=CN1)C1=CC=C(C=C1)NC=1N=C(C2=C(N1)CCN(C2)C(=O)OC(C)(C)C)NC[C@H]2OCCC2 ((S)-tert-Butyl 2-(4-(2-methyl-1H-imidazol-1-yl)phenylamino)-4-((tetrahydrofuran-2-yl)methylamino)-7,8-dihydropyrido[4,3-d]pyrimidine-6(5H)-carboxylate), Cl (Hydrochloric acid). Solvent: CO (methanol). Conditions: temperature 75 celsius, time 1 hour. The product is CC=1N(C=CN1)C1=CC=C(C=C1)NC=1N=C(C2=C(N1)CCNC2)NC[C@H]2OCCC2 ((S)-N2-(4-(2-Methyl-1H-imidazol-1-yl)phenyl)-N4-((tetrahydrofuran-2-yl)methyl)-5,6,7,8-tetrahydropyrido[4,3-d]pyrimidine-2,4-diamine). Reaction SMILES: [CH3:1][C:2]1[N:3]([C:7]2[CH:12]=[CH:11][C:10]([NH:13][C:14]3[N:15]=[C:16]([NH:31][CH2:32][C@@H:33]4[CH2:37][CH2:36][CH2:35][O:34]4)[C:17]4[CH2:23][N:22](C(OC(C)(C)C)=O)[CH2:21][CH2:20][C:18]=4[N:19]=3)=[CH:9][CH:8]=2)[CH:4]=[CH:5][N:6]=1.Cl>CO>[CH3:1][C:2]1[N:3]([C:7]2[CH:8]=[CH:9][C:10]([NH:13][C:14]3[N:15]=[C:16]([NH:31][CH2:32][C@@H:33]4[CH2:37][CH2:36][CH2:35][O:34]4)[C:17]4[CH2:23][NH:22][CH2:21][CH2:20][C:18]=4[N:19]=3)=[CH:11][CH:12]=2)[CH:4]=[CH:5][N:6]=1. Procedure: (S)-tert-Butyl 2-(4-(2-methyl-1H-imidazol-1-yl)phenylamino)-4-((tetrahydrofuran-2-yl)methylamino)-7,8-dihydropyrido[4,3-d]pyrimidine-6(5H)-carboxylate (75 mg, 0.15 mmol) was dissolved in methanol (3 mL). Hydrochloric acid (4.51 μL, 0.15 mmol) was added and the reaction mixture was stirred at 75° C. for 1 h. The solvent was evaporated under reduced pressure and the crude (S)-N2-(4-(2-methyl-1H-imidazol-1-yl)phenyl)-N4-((tetrahydrofuran-2-yl)methyl)-5,6,7,8-tetrahydropyrido[4,3-d]pyrimidine-2,4-di... The reactants are CCCCO, Cc1csc2c(Cl)ncnc12, [NH4+], [OH-]. The product is Cc1csc2c(N)ncnc12. As a reaction SMILES: [CH2:14]([OH:15])[CH2:16][CH2:17][CH3:18].[Cl:1][c:2]1[c:3]2[c:4]([n:5][cH:6][n:7]1)[c:8]([CH3:11])[cH:9][s:10]2.[NH4+:12].[OH-:13]>>[c:2]1([NH2:12])[c:3]2[c:4]([n:5][cH:6][n:7]1)[c:8]([CH3:11])[cH:9][s:10]2. Reactants: methoxy, C(CC)NC1CC2=CC=CC(=C2CC1)OC (2-(N-n-propylamino)-5-methoxytetralin), C1=C(C=CC2=CC=CC=C12)CC(=O)O (2-naphthylacetic acid), trimethylaminoborohydride, C=1(C(=CC=CC1)C)C (xylene), B(Br)(Br)Br (boron tribromide). Yields the product C(CC)N(CCC1=CC=CC2=CC=CC=C12)C1CC2=CC=CC(=C2CC1)O (2-(N-n-propyl-N-2-[naphthyl]ethylamino)-5-hydroxytetralin). As a reaction SMILES: [CH2:1]([NH:4][CH:5]1[CH2:14][CH2:13][C:12]2[C:7](=[CH:8][CH:9]=[CH:10][C:11]=2[O:15]C)[CH2:6]1)[CH2:2][CH3:3].[CH:17]1[C:26]2[C:21](=[CH:22][CH:23]=[CH:24][CH:25]=2)[CH:20]=[CH:19][C:18]=1CC(O)=O.B(Br)(Br)Br.[C:35]1(C)C(C)=CC=C[CH:40]=1>>[CH2:1]([N:4]([CH:5]1[CH2:14][CH2:13][C:12]2[C:7](=[CH:8][CH:9]=[CH:10][C:11]=2[OH:15])[CH2:6]1)[CH2:35][CH2:40][C:25]1[C:26]2[C:21](=[CH:20][CH:19]=[CH:18][CH:17]=2)[CH:22]=[CH:23][CH:24]=1)[CH2:2][CH3:3]. Reported procedure: A mixture of 2-(N-n-propylamino)-5-methoxytetralin, 2-naphthylacetic acid and trimethylaminoborohydride in dry xylene was refluxed under an atmosphere of nitrogen as described by Horn et al. Pharm. Weekbld. Sci. Ed. 7 208-211, 1985. The resulting methoxy intermediate was demethylated using boron tribromide as described in the above article to yield the desired product. Starting materials: O (Water), C(C#C)C1=CC=C(C=O)C=C1 (4-prop-2-ynyl-benzaldehyde), acid, O (water), Cl(=O)[O-].[Na+] (sodium chlorite). The solvent is C1CCOC1 (THF). Reaction conditions: time 2 hour. Yields the product C(C#C)C1=CC=C(C(=O)O)C=C1 (4-Prop-2-ynyl-benzoic acid). Isolated yield 62.0%. As a reaction SMILES: [CH2:1]([C:4]1[CH:11]=[CH:10][C:7]([CH:8]=[O:9])=[CH:6][CH:5]=1)[C:2]#[CH:3].O.Cl([O-])=[O:14].[Na+]>C1COCC1>[CH2:1]([C:4]1[CH:5]=[CH:6][C:7]([C:8]([OH:14])=[O:9])=[CH:10][CH:11]=1)[C:2]#[CH:3] |f:2.3|. Procedure: To a solution of 4-prop-2-ynyl-benzaldehyde (10 mmol) in THF (30 ml), amidosurfulic acid (16 mmol) and water (15 ml) solution of sodium chlorite (30 mmol) are added. The reaction mixture is stirred at room temperature for 2 h. Water is added and then aqueous layer is extracted with two 50 ml portions of CH2Cl2. The combined extracts are washed with brine, dried over sodium sulfate and concentrated under vacuum to give crude product which is purified by silica gel column chromatography. Yield: 62... Starting materials: COc1ccc(C(=O)Cl)cc1, C1CCOC1, COc1ccc(C(C)=O)cc1, O=C(O)CC(O)(CC(=O)O)C(=O)O. Yields the product COc1ccc(C(=O)CC(=O)c2ccc(OC)cc2)cc1. RXN SMILES: [C:12]([c:13]1[cH:14][cH:15][c:16]([O:19][CH3:20])[cH:17][cH:18]1)(=[O:21])[Cl:22].[CH2:36]1[O:37][CH2:38][CH2:39][CH2:40]1.[CH3:1][O:2][c:3]1[cH:4][cH:5][c:6]([C:9]([CH3:10])=[O:11])[cH:7][cH:8]1.[OH:23][C:24]([CH2:25][C:26]([C:27](=[O:28])[OH:29])([CH2:30][C:31](=[O:32])[OH:33])[OH:34])=[O:35]>>[CH3:1][O:2][c:3]1[cH:4][cH:5][c:6]([C:9]([CH2:10][C:12]([c:13]2[cH:14][cH:15][c:16]([O:19][CH3:20])[cH:17][cH:18]2)=[O:21])=[O:11])[cH:7][cH:8]1.